This data is from the Open Reaction Database (ORD), a public repository of structured organic reaction records. The task is: describe an organic reaction: reactants, conditions, products, and yield Starting materials: C(C1=CC=CC=C1)N1CCN(CC1)CC(OC1=CC=C(C=C1)F)C=C (1-Benzyl-4-[2-vinyl-2-(4-fluorophenoxy)ethyl]piperazine). Reagents/catalysts: [OH-].[OH-].[Pd+2] (palladium hydroxide/carbon). The product is C(C1=CC=CC=C1)N1CCN(CC1)CC(CC)OC1=CC=C(C=C1)F (1-Benzyl-4-[2-(4-fluorophenoxy)butyl]piperazine). Procedure details: 1-Benzyl-4-[2-vinyl-2-(4-fluorophenoxy)ethyl]piperazine 919 mg was dissolved in ethanol 20 ml, and palladium hydroxide/carbon 50 mg, 51.5% wet was added thereto, and the mixture was reduced for 8 hours under hydrogen pressure at about 3 kg/cm3. After the insolubles were filtered off, the filtrate was evaporated, and the residue was purified by NH silica gel column chromatography (hexane/ethyl acetate system), whereby the title compound, 717 mg, 77%, was obtained as a colorless oil. Solvent: C(C)O (ethanol). Reaction conditions: time 8 hour. Reaction SMILES: [CH2:1]([N:8]1[CH2:13][CH2:12][N:11]([CH2:14][CH:15]([CH:24]=[CH2:25])[O:16][C:17]2[CH:22]=[CH:21][C:20]([F:23])=[CH:19][CH:18]=2)[CH2:10][CH2:9]1)[C:2]1[CH:7]=[CH:6][CH:5]=[CH:4][CH:3]=1>C(O)C.[OH-].[OH-].[Pd+2]>[CH2:1]([N:8]1[CH2:9][CH2:10][N:11]([CH2:14][CH:15]([O:16][C:17]2[CH:22]=[CH:21][C:20]([F:23])=[CH:19][CH:18]=2)[CH2:24][CH3:25])[CH2:12][CH2:13]1)[C:2]1[CH:3]=[CH:4][CH:5]=[CH:6][CH:7]=1 |f:2.3.4|. Conditions: time 2.5 hour. Reported procedure: A 5 mL round-bottom flask equipped with a magnetic stirrer and an inert gas supply was charged with 436.3 mg of 12 and 0.83 mL DMSO. To the clear colorless solution at RT was added 71.5 mg sodium azide and the reaction mixture was stirred for 2.5 h, then an additional 13.7 mg of sodium azide were added and stirring continued at RT for 19 h. The reaction mixture was diluted with 5 mL of EtOAc and extracted three times with a 1 M solution of NaHCO3. The organic phase was separated, dried (Na2SO4),... RXN SMILES: [CH2:1]([O:3][C:4]([C:6]1[CH2:11][C@@H:10]([O:12][S:13]([CH3:16])(=[O:15])=[O:14])[C@H:9]([O:17][S:18]([CH3:21])(=[O:20])=[O:19])[C@H:8](OS(C)(=O)=O)[CH:7]=1)=[O:5])[CH3:2].CS(C)=O.[N-:31]=[N+:32]=[N-:33].[Na+]>CCOC(C)=O>[CH2:1]([O:3][C:4]([C:6]1[CH2:11][C@@H:10]([O:12][S:13]([CH3:16])(=[O:15])=[O:14])[C@@H:9]([O:17][S:18]([CH3:21])(=[O:20])=[O:19])[C@H:8]([N:31]=[N+:32]=[N-:33])[CH:7]=1)=[O:5])[CH3:2] |f:2.3|. The yield is 70.5%. Reactants: [N-]=[N+]=[N-].[Na+] (sodium azide), C(C)OC(=O)C1=C[C@H]([C@H]([C@@H](C1)OS(=O)(=O)C)OS(=O)(=O)C)OS(=O)(=O)C ((3R,4S,5R)-3,4,5-tris-methanesulfonyloxy-cyclohex-1-enecarboxylic Acid Ethyl Ester), CS(=O)C (DMSO), [N-]=[N+]=[N-].[Na+] (sodium azide). Solvent: CCOC(=O)C (EtOAc). Yields the product C(C)OC(=O)C1=C[C@H]([C@@H]([C@@H](C1)OS(=O)(=O)C)OS(=O)(=O)C)N=[N+]=[N-] ((3R,4S,5R)-3-Azido-4,5-bis-methanesulfonyloxy-cyclohex-1-enecarboxylic Acid Ethyl Ester). The reactants are CO (methanol), OC1=C2CCC(C2=CC=C1)=O (4-hydroxy-indan-1-one), C([O-])([O-])=O.[K+].[K+] (potassium carbonate). The solvent is CC(=O)C (acetone). Reaction conditions: time 10 hour. Yields the product COC1=C2CCC(C2=CC=C1)=O (4-methoxy-indan-1-one). Isolated yield 79.4%. As a reaction SMILES: [OH:1][C:2]1[CH:10]=[CH:9][CH:8]=[C:7]2[C:3]=1[CH2:4][CH2:5][C:6]2=[O:11].[C:12](=O)([O-])[O-].[K+].[K+].CO>CC(C)=O>[CH3:12][O:1][C:2]1[CH:10]=[CH:9][CH:8]=[C:7]2[C:3]=1[CH2:4][CH2:5][C:6]2=[O:11] |f:1.2.3|. Reported procedure: To a mixture of 4-hydroxy-indan-1-one (14.5 g, 0.0979 mol) and 27.08 g (0.195 mol) of potassium carbonate was added 500 mL of acetone and 48.7 mL (0.78 mol) of methanol with stirring and the resulting mixture was heated to reflux for 4 h, cooled, and allowed to stand at room temperature for 10 h. The above mixture was filtered, concentrated under vacuo, the solid residue was dissolved in methanol, heated and filtered. The filtrate was concentrated to a volume of 100 mL, cooled and filtered to af... Reactants: C=CCCCCCCCCCC (1-dodecene), O=O (oxygen), C=CCCCCCCCCCC (1-dodecene), O=O (oxygen), polypropylene glycol, O (water), 100, C=CCCCCCCCCCC (1-dodecene), 21. The reagents and catalysts are [Ti] (titanium), [Pd](Cl)Cl (palladium chloride). Run in CO (methanol). Reaction conditions: temperature 60 celsius, time 0.5 hour. The product is CC(CCCCCCCCCC)=O (2-dodecanone). Reaction SMILES: [CH2:1]=[CH:2][CH2:3][CH2:4][CH2:5][CH2:6][CH2:7][CH2:8][CH2:9][CH2:10][CH2:11][CH3:12].[OH2:13].O=O>CO.[Pd](Cl)Cl.[Ti]>[CH3:1][C:2](=[O:13])[CH2:3][CH2:4][CH2:5][CH2:6][CH2:7][CH2:8][CH2:9][CH2:10][CH2:11][CH3:12]. Procedure details: 2-dodecanone is prepared from 1-dodecene according to the process of the present invention as follows: A catalyst solution is prepared by dissolving .04 moles of palladium chloride in a mixture of 137 grams of methanol, 252 grams of polypropylene glycol having an average molecular weight of 430, and 15 grams of water. The catalyst solution is then charged to a 2 liter titanium autoclave where the catalyst solution is heated to a temperature of 60°C; while being stirred at 1,000 r.p.m. with the r... Starting materials: CC(OCC1(c2ccc(F)cc2)CCN(C(=O)OC(C)(C)C)CC1)c1cc(C(F)(F)F)cc2c1NC(=O)C2(Br)Br, CC(=O)O, [Zn]. The product is CC(OCC1(c2ccc(F)cc2)CCN(C(=O)OC(C)(C)C)CC1)c1cc(C(F)(F)F)cc2c1NC(=O)C2. As a reaction SMILES: [Br:1][C:2]1([Br:40])[C:3](=[O:39])[NH:4][c:5]2[c:6]([CH:15]([CH3:16])[O:17][CH2:18][C:19]3([c:32]4[cH:33][cH:34][c:35]([F:38])[cH:36][cH:37]4)[CH2:20][CH2:21][N:22]([C:25](=[O:26])[O:27][C:28]([CH3:29])([CH3:30])[CH3:31])[CH2:23][CH2:24]3)[cH:7][c:8]([C:11]([F:12])([F:13])[F:14])[cH:9][c:10]21.[CH3:41][C:42](=[O:43])[OH:44].[Zn:45]>>[CH2:2]1[C:3](=[O:39])[NH:4][c:5]2[c:6]([CH:15]([CH3:16])[O:17][CH2:18][C:19]3([c:32]4[cH:33][cH:34][c:35]([F:38])[cH:36][cH:37]4)[CH2:20][CH2:21][N:22]([C:25](=[O:26])[O:27][C:28]([CH3:29])([CH3:30])[CH3:31])[CH2:23][CH2:24]3)[cH:7][c:8]([C:11]([F:12])([F:13])[F:14])[cH:9][c:10]21. The reactants are CC(=O)[O-], CC(=O)O, CO, CC1N=C(c2ccccc2Cl)c2ccsc2NC1=O, ClI, [NH4+], [Na+], [Na+], [OH-], O, O=S([O-])O. Product: CC1N=C(c2ccccc2Cl)c2cc(I)sc2NC1=O. Reaction SMILES: [CH3:23][C:24](=[O:25])[O-:26].[CH3:35][C:36](=[O:37])[OH:38].[CH3:39][OH:40].[Cl:1][c:2]1[c:3]([C:8]2=[N:14][CH:13]([CH3:15])[C:12](=[O:16])[NH:11][c:10]3[c:9]2[cH:19][cH:18][s:17]3)[cH:4][cH:5][cH:6][cH:7]1.[I:20][Cl:21].[NH4+:32].[Na+:22].[Na+:31].[OH-:33].[OH2:34].[S:27](=[O:28])([OH:29])[O-:30]>>[Cl:1][c:2]1[c:3]([C:8]2=[N:14][CH:13]([CH3:15])[C:12](=[O:16])[NH:11][c:10]3[c:9]2[cH:19][c:18]([I:20])[s:17]3)[cH:4][cH:5][cH:6][cH:7]1. Reactants: ClC1=CC(=C(C=C1)N1C(C=2CCCCC2C1S)=O)F (2-(4-chloro-2-fluorophenyl)-2,3,4,5,6,7-hexahydro-3-mercapto-1H-isoindol-1-one), ClCC(C)=O (chloroacetone), O (water), ClCCl (dichloromethane). Solvent: N1=CC=CC=C1 (pyridine). Run at time 2 hour. Yields the product C(C(=O)C)SC1N(C(C=2CCCCC12)=O)C1=C(C=C(C=C1)Cl)F (3-Acetonylthio-2-(4-chloro-2-fluorophenyl)-2,3,4,5,6,7-hexahydro-1H-isoindol-1-one). Isolated yield 72.9%. RXN SMILES: [Cl:1][C:2]1[CH:7]=[CH:6][C:5]([N:8]2[CH:16]([SH:17])[C:15]3[CH2:14][CH2:13][CH2:12][CH2:11][C:10]=3[C:9]2=[O:18])=[C:4]([F:19])[CH:3]=1.Cl[CH2:21][C:22](=[O:24])[CH3:23].O.ClCCl>N1C=CC=CC=1>[CH2:21]([S:17][CH:16]1[C:15]2[CH2:14][CH2:13][CH2:12][CH2:11][C:10]=2[C:9](=[O:18])[N:8]1[C:5]1[CH:6]=[CH:7][C:2]([Cl:1])=[CH:3][C:4]=1[F:19])[C:22]([CH3:23])=[O:24]. Reported procedure: In 10 ml pyridine was dissolved 1.5 g of 2-(4-chloro-2-fluorophenyl)-2,3,4,5,6,7-hexahydro-3-mercapto-1H-isoindol-1-one, and 0.6 g of chloroacetone was added dropwise to the mixture with stirring with cooling at 5° to 10° C. over a period of 10 minutes. After cooling was continued at room temperature for 2 hours, water was added to the mixture for extraction with dichloromethane. The dichloromethane layer was separated out, washed with dilute hydrochloric acid and water, successively, and dried ...